This data is from the Open Reaction Database (ORD), a public repository of structured organic reaction records. The task is: describe an organic reaction: reactants, conditions, products, and yield Reactants: COC1=CC=C2CCCC(C2=C1)=CC#N ((1,2,3,4-tetrahydro-7-methoxy-1-naphthylidene)acetonitrile), N.C(C)O (ammonia ethanol). The reagents and catalysts are [Co] (cobalt). The solvent is C(C)O (ethanol). Reaction conditions: time 3.5 hour. Product: COC1=CC=C2CCC/C(/C2=C1)=C/C#N ((Z)-(1,2,3,4-Tetrahydro-7-methoxy-1-naphthylidene)acetonitrile). Isolated yield 53.7%. As a reaction SMILES: [CH3:1][O:2][C:3]1[CH:12]=[C:11]2[C:6]([CH2:7][CH2:8][CH2:9][C:10]2=[CH:13][C:14]#[N:15])=[CH:5][CH:4]=1.N.C(O)C>C(O)C.[Co]>[CH3:1][O:2][C:3]1[CH:12]=[C:11]2[C:6]([CH2:7][CH2:8][CH2:9]/[C:10]/2=[CH:13]/[C:14]#[N:15])=[CH:5][CH:4]=1 |f:1.2|. Reported procedure: To a solution of (1,2,3,4-tetrahydro-7-methoxy-1-naphthylidene)acetonitrile (4.0 g, 20 mmol) in ethanol (10 ml) were added a saturated ammonia/ethanol solution (5 ml) and Raney cobalt (ODHT-60, 1 g). The reaction mixture was stirred for 3.5 hours at room temperature under hydrogen atmosphere (about 4 kgf/cm2). The Raney cobalt was filtered off, then the solvent was distilled off under reduced pressure. To the residue was added dilute hydrochloric acid, then the organic layer was subjected to ext... Reactants: ClC=1C=C(C=CC1)[C@H](CN[C@H]1C[C@@H](CCC1)C1=CC(=CC=C1)O)O ((1R)-1-(3-chlorophenyl)-2-[(1R,3R)-3-(3-hydroxyphenyl)cyclohexylamino]ethanol), C([O-])([O-])=O.[K+].[K+] (potassium carbonate), C(\C=C/C(=O)O)(=O)O (maleic acid), BrCC(=O)OCC (ethyl bromoacetate). Solvent: C(C)C(=O)C (methyl ethyl ketone), C(C)C(=O)C (methyl ethyl ketone), C(C)C(=O)C (methyl ethyl ketone). Yields the product C(\C=C/C(=O)O)(=O)O.ClC=1C=C(C=CC1)[C@H](CN[C@H]1C[C@@H](CCC1)C=1C=C(OCC(=O)OCC)C=CC1)O (ethyl 3-[(1R,3R)-3-[(2R)-2-(3-chlorophenyl)-2-hydroxyethylamino]cyclohexyl]phenoxyacetate maleate). As a reaction SMILES: [Cl:1][C:2]1[CH:3]=[C:4]([C@@H:8]([OH:24])[CH2:9][NH:10][C@@H:11]2[CH2:16][CH2:15][CH2:14][C@@H:13]([C:17]3[CH:22]=[CH:21][CH:20]=[C:19]([OH:23])[CH:18]=3)[CH2:12]2)[CH:5]=[CH:6][CH:7]=1.C(=O)([O-])[O-].[K+].[K+].Br[CH2:32][C:33]([O:35][CH2:36][CH3:37])=[O:34].[C:38]([OH:45])(=[O:44])/[CH:39]=[CH:40]\[C:41]([OH:43])=[O:42]>C(C(C)=O)C>[C:38]([OH:45])(=[O:44])/[CH:39]=[CH:40]\[C:41]([OH:43])=[O:42].[Cl:1][C:2]1[CH:3]=[C:4]([C@@H:8]([OH:24])[CH2:9][NH:10][C@@H:11]2[CH2:16][CH2:15][CH2:14][C@@H:13]([C:17]3[CH:18]=[C:19]([CH:20]=[CH:21][CH:22]=3)[O:23][CH2:32][C:33]([O:35][CH2:36][CH3:37])=[O:34])[CH2:12]2)[CH:5]=[CH:6][CH:7]=1 |f:1.2.3,7.8|. Procedure details: A methyl ethyl ketone mixture liquid of 1 equivalent of (1R)-1-(3-chlorophenyl)-2-[(1R,3R)-3-(3-hydroxyphenyl)cyclohexylamino]ethanol 1/3 toluene-solvate and from 2.0 to 3.0 equivalents of potassium carbonate was heated under reflux. With heating, a methyl ethyl ketone solution of from 1.0 to 1.2 equivalents of ethyl bromoacetate was dropwise added to the mixture liquid, and further heated under reflux for 3 to 4 hours. A part of the reaction liquid was sampled, and subjected to HPLC analysis. A... The reactants are COC(=O)c1cc(N)c([N+](=O)[O-])cc1OC, N, C1COCCO1, O. Product: COc1cc([N+](=O)[O-])c(N)cc1C(N)=O. Reaction SMILES: [NH2:1][c:2]1[c:3]([N+:14](=[O:15])[O-:16])[cH:4][c:5]([O:12][CH3:13])[c:6]([C:7](=[O:8])[O:9][CH3:10])[cH:11]1.[NH3:18].[O:19]1[CH2:20][CH2:21][O:22][CH2:23][CH2:24]1.[OH2:17]>>[NH2:1][c:2]1[c:3]([N+:14](=[O:15])[O-:16])[cH:4][c:5]([O:12][CH3:13])[c:6]([C:7](=[O:8])[NH2:18])[cH:11]1.